The task is: describe an organic reaction: reactants, conditions, products, and yield. This data is from the Open Reaction Database (ORD), a public repository of structured organic reaction records. Reactants: CCNC(=O)Nc1ccc(-c2sc3c(c2CN(C)CCO)c(=O)n(-c2ccccc2)c(=O)n3Cc2c(F)cccc2F)cc1, OCCc1ncc[nH]1. Yields the product CCNC(=O)Nc1ccc(-c2sc3c(c2CN(C)CCn2ccnc2CCO)c(=O)n(-c2ccccc2)c(=O)n3Cc2c(F)cccc2F)cc1. As a reaction SMILES: [F:1][c:2]1[c:3]([CH2:4][n:5]2[c:6](=[O:39])[n:7](-[c:33]3[cH:34][cH:35][cH:36][cH:37][cH:38]3)[c:8](=[O:32])[c:9]3[c:10]2[s:11][c:12](-[c:20]2[cH:21][cH:22][c:23]([NH:26][C:27](=[O:28])[NH:29][CH2:30][CH3:31])[cH:24][cH:25]2)[c:13]3[CH2:14][N:15]([CH3:16])[CH2:17][CH2:18][OH:19])[c:40]([F:44])[cH:41][cH:42][cH:43]1.[OH:45][CH2:46][CH2:47][c:48]1[nH:49][cH:50][cH:51][n:52]1>>[F:1][c:2]1[c:3]([CH2:4][n:5]2[c:6](=[O:39])[n:7](-[c:33]3[cH:34][cH:35][cH:36][cH:37][cH:38]3)[c:8](=[O:32])[c:9]3[c:10]2[s:11][c:12](-[c:20]2[cH:21][cH:22][c:23]([NH:26][C:27](=[O:28])[NH:29][CH2:30][CH3:31])[cH:24][cH:25]2)[c:13]3[CH2:14][N:15]([CH3:16])[CH2:17][CH2:18][n:49]2[c:48]([CH2:47][CH2:46][OH:45])[n:52][cH:51][cH:50]2)[c:40]([F:44])[cH:41][cH:42][cH:43]1. Reactants: ClC(=O)OCC1=CC=C(C=C1)[N+](=O)[O-] (4-nitrobenzyl chloroformate), Cl.NCC1CCC(CC1)C(=O)N1C2=C(NC=3N(N=CC3C1)C)C=C(C=C2)C ((4-Aminomethyl-cyclohexyl)-(3,6-dimethyl-4,10-dihydro-3H-2,3,4,9-tetraaza-benzo[f]azulen-9-yl)-methanone hydrochloride). The solvent is ClCCl (dichloromethane), ClCCl (dichloromethane), C(C)N(CC)CC (triethyl-amine). Run at time 1 hour. Product: [N+](=O)([O-])C1=CC=C(COC(NCC2CCC(CC2)C(=O)N2C3=C(NC=4N(N=CC4C2)C)C=C(C=C3)C)=O)C=C1 ([4-(3,6-Dimethyl-4,10-dihydro-3H-2,3,4,9-tetraaza-benzo[f]azulene-9-carbonyl)-cyclohexylmethyl]-carbamic Acid 4-nitro-benzyl Ester). Reaction SMILES: Cl[C:2]([O:4][CH2:5][C:6]1[CH:11]=[CH:10][C:9]([N+:12]([O-:14])=[O:13])=[CH:8][CH:7]=1)=[O:3].Cl.[NH2:16][CH2:17][CH:18]1[CH2:23][CH2:22][CH:21]([C:24]([N:26]2[CH2:35][C:34]3[CH:33]=[N:32][N:31]([CH3:36])[C:30]=3[NH:29][C:28]3[CH:37]=[C:38]([CH3:41])[CH:39]=[CH:40][C:27]2=3)=[O:25])[CH2:20][CH2:19]1>ClCCl.C(N(CC)CC)C>[N+:12]([C:9]1[CH:10]=[CH:11][C:6]([CH2:5][O:4][C:2](=[O:3])[NH:16][CH2:17][CH:18]2[CH2:23][CH2:22][CH:21]([C:24]([N:26]3[CH2:35][C:34]4[CH:33]=[N:32][N:31]([CH3:36])[C:30]=4[NH:29][C:28]4[CH:37]=[C:38]([CH3:41])[CH:39]=[CH:40][C:27]3=4)=[O:25])[CH2:20][CH2:19]2)=[CH:7][CH:8]=1)([O-:14])=[O:13] |f:1.2|. Procedure: A solution of 4-nitrobenzyl chloroformate (1.08 mg, 0.005 mmol) in dichloromethane (0.05 ml) was added to a solution of (4-Aminomethyl-cyclohexyl)-(3,6-dimethyl-4,10-dihydro-3H-2,3,4,9-tetraaza-benzo[f]azulen-9-yl)-methanone hydrochloride (Compound number 149) (1.95 mg, 0.005 mmol) in dichloromethane (0.05 ml) and triethyl-amine (0.0035 ml). The mixture was stirred at room temperature for 1 h then solvents were removed in vacuo to yield the title compound. (ESI)+: [M+H]+=533.3 The reactants are C#CC(O)c1c(-c2occc2C)nn2c(Cl)cccc12, ClCCl. Yields the product C#CC(=O)c1c(-c2occc2C)nn2c(Cl)cccc12. Reaction SMILES: [Cl:1][c:2]1[cH:3][cH:4][cH:5][c:6]2[n:7]1[n:8][c:9](-[c:15]1[o:16][cH:17][cH:18][c:19]1[CH3:20])[c:10]2[CH:11]([C:12]#[CH:13])[OH:14].[Cl:21][CH2:22][Cl:23]>>[Cl:1][c:2]1[cH:3][cH:4][cH:5][c:6]2[n:7]1[n:8][c:9](-[c:15]1[o:16][cH:17][cH:18][c:19]1[CH3:20])[c:10]2[C:11]([C:12]#[CH:13])=[O:14]. Reactants: CC(C)(C)O, CO, COC(=O)c1ccc(Cl)nc1C, Cl, [K+], [OH-]. The product is Cc1nc(Cl)ccc1C(=O)O. Reaction SMILES: [CH3:16][C:17]([OH:18])([CH3:19])[CH3:20].[CH3:21][OH:22].[Cl:1][c:2]1[n:3][c:4]([CH3:12])[c:5]([C:6](=[O:7])[O:8][CH3:9])[cH:10][cH:11]1.[ClH:15].[K+:14].[OH-:13]>>[Cl:1][c:2]1[n:3][c:4]([CH3:12])[c:5]([C:6](=[O:7])[OH:8])[cH:10][cH:11]1. Starting materials: NC1=C(C(=C(C(=O)OC)C=C1)C)[N+](=O)[O-] (methyl 4-amino-2-methyl-3-nitrobenzoate), C(=O)[O-].[NH4+] (ammonium formate). Reagents/catalysts: [Fe] (iron). Solvent: O1CCCC1 (tetrahydrofuran), O (water). Product: NC=1C(=C(C(=O)OC)C=CC1N)C (methyl 3,4-diamino-2-methylbenzoate). Isolated yield 97.8%. As a reaction SMILES: [NH2:1][C:2]1[CH:11]=[CH:10][C:5]([C:6]([O:8][CH3:9])=[O:7])=[C:4]([CH3:12])[C:3]=1[N+:13]([O-])=O.C([O-])=O.[NH4+]>O1CCCC1.O.[Fe]>[NH2:13][C:3]1[C:4]([CH3:12])=[C:5]([CH:10]=[CH:11][C:2]=1[NH2:1])[C:6]([O:8][CH3:9])=[O:7] |f:1.2|. Procedure: To a solution of methyl 4-amino-2-methyl-3-nitrobenzoate (1.10 g, 5.22 mmol) in tetrahydrofuran (75 mL) and water (25 mL) was added ammonium formate (6.6 g, 104 mmol) and iron powder (2.92 g, 52.2 mmol). This mixture was refluxed for 12 hours then filtered and the filter cake rinsed with ethyl acetate. The filtrate layers were separated and the organic layer was dried (magnesium sulfate), filtered and concentrated to give 0.92 g (98% yield) of crude methyl 3,4-diamino-2-methylbenzoate, which was... Starting materials: N#N (N2), [C@@H]([C@H](C(=O)[O-])O)(C(=O)[O-])O.[Na+].[K+] (Rochelle's salt), C(=C\C1=CC=CC=C1)/C=1OC=C(N1)C(=O)OCC ((E)-ethyl 2-styryloxazole-4-carboxylate), CC(C)C[AlH]CC(C)C (DiBAL-H), solution. Run in CC(OCC)=O (EA), C1CCOC1 (THF), C1(=CC=CC=C1)C (toluene). Conditions: temperature 0 celsius, time 1.5 hour. The product is C(=C\C1=CC=CC=C1)/C=1OC=C(N1)CO ((E)-(2-Styryloxazol-4-yl)methanol). RXN SMILES: N#N.[CH:3](/[C:11]1[O:12][CH:13]=[C:14]([C:16](OCC)=[O:17])[N:15]=1)=[CH:4]\[C:5]1[CH:10]=[CH:9][CH:8]=[CH:7][CH:6]=1.CC(C[AlH]CC(C)C)C.[C@H](O)(C([O-])=O)[C@@H](O)C([O-])=O.[Na+].[K+]>C1COCC1.C1(C)C=CC=CC=1.CC(=O)OCC>[CH:3](/[C:11]1[O:12][CH:13]=[C:14]([CH2:16][OH:17])[N:15]=1)=[CH:4]\[C:5]1[CH:6]=[CH:7][CH:8]=[CH:9][CH:10]=1 |f:3.4.5|. Procedure: In a flame dried round-bottomed flask equipped with a magnetic stir bar and under inert atmosphere (N2), a solution of (E)-ethyl 2-styryloxazole-4-carboxylate (WO 2009077990 A1) (8.5 g, 34.9 mmol) in THF (28.3 mL) was treated dropwise at 0° C. with DiBAL-H (85.0 mL of a 1.0 M solution in toluene, 85.0 mmol) and the resulting solution was stirred for 1.5 h at 0° C. Rochelle's salt solution was added followed by EA and the mixture was stirred for 24 h at rt. The aq. layer was extracted with EA (3×... Starting materials: O1C(=CC=C1)P(C=1OC=CC1)C=1OC=CC1 (tri(2-furyl)phosphine), ClC=1C=CC2=C(NC(C(=C(C2=O)I)OC)=O)C1 (8-chloro-4-iodo-3-methoxy-2,5-dioxo-2,5-dihydro-1H-benz[b]azepine), C(C=C)[Sn](CCCC)(CCCC)CCCC (allyltributyltin). Reagents/catalysts: C1=CC=C(C=C1)/C=C/C(=O)/C=C/C2=CC=CC=C2.C1=CC=C(C=C1)/C=C/C(=O)/C=C/C2=CC=CC=C2.[Pd] (tris-(dibenzylideneacetone)dipalladium(O)). The solvent is C1(=CC=CC=C1)C (toluene). Run at time 10 minute. Yields the product C(C=C)C=1C(C2=C(NC(C1OC)=O)C=C(C=C2)Cl)=O (4-Allyl-8-chloro-3-methoxy-2,5-dioxo-2,5-dihydro-1H-benz[b]azepine). Yield: 831.6%. Reaction SMILES: O1C=[CH:4][CH:3]=[C:2]1P(C1OC=CC=1)C1OC=CC=1.[Cl:17][C:18]1[CH:19]=[CH:20][C:21]2[C:27](=[O:28])[C:26](I)=[C:25]([O:30][CH3:31])[C:24](=[O:32])[NH:23][C:22]=2[CH:33]=1.C([Sn](CCCC)(CCCC)CCCC)C=C>C1(C)C=CC=CC=1.C1C=CC(/C=C/C(/C=C/C2C=CC=CC=2)=O)=CC=1.C1C=CC(/C=C/C(/C=C/C2C=CC=CC=2)=O)=CC=1.[Pd]>[CH2:4]([C:26]1[C:27](=[O:28])[C:21]2[CH:20]=[CH:19][C:18]([Cl:17])=[CH:33][C:22]=2[NH:23][C:24](=[O:32])[C:25]=1[O:30][CH3:31])[CH:3]=[CH2:2] |f:4.5.6|. Procedure details: A solution of tri(2-furyl)phosphine (0.019 g) and tris-(dibenzylideneacetone)dipalladium(O) (0.020 g) in toluene (25 mL) was allowed to stir for 10 minutes. To this solution was added 8-chloro-4-iodo-3-methoxy-2,5-dioxo-2,5-dihydro-1H-benz[b]azepine (0.750 g), followed by allyltributyltin (0.83 g). The reaction mixture was heated to reflux for 16 hours, was allowed to cool, and the toluene was evaporated. The residue was dissolved in ethyl acetate, and the resulting solution was filtered through...